Dataset: the Open Reaction Database (ORD), a public repository of structured organic reaction records. Task: describe an organic reaction: reactants, conditions, products, and yield Starting materials: C1(=CC=CC=C1)[C@@H](CNC(=O)/C=C/C(=O)O)C ((S)-E-3-(2-phenyl-propylcarbamoyl)-acrylic acid), CC(=O)[O-].[Na+] (NaOAc), CC(=O)OC(=O)C (Ac2O). Conditions: temperature 120 celsius. The product is C1(=CC=CC=C1)[C@@H](CN1C(C=CC1=O)=O)C ((S)—N-2-Phenylpropyl maleimide). Yield: 25.5%. Reaction SMILES: [C:1]1([C@H:7]([CH3:17])[CH2:8][NH:9][C:10](/[CH:12]=[CH:13]/[C:14]([OH:16])=O)=[O:11])[CH:6]=[CH:5][CH:4]=[CH:3][CH:2]=1.CC([O-])=O.[Na+].CC(OC(C)=O)=O>>[C:1]1([C@H:7]([CH3:17])[CH2:8][N:9]2[C:10](=[O:11])[CH:12]=[CH:13][C:14]2=[O:16])[CH:6]=[CH:5][CH:4]=[CH:3][CH:2]=1 |f:1.2|. Reported procedure: A mixture of (S)-E-3-(2-phenyl-propylcarbamoyl)-acrylic acid (1.44 g, 6.2 mmol), NaOAc (305 mg, 3.7 mmol), and Ac2O (6 mL) was heated at 120° C. for 5 h. The mixture was concentrated, and the residue was stirred vigorously with satd. aq. NaHCO3. The resulting mixture was extracted with DCM (3×). The combined organic layers were dried (Na2SO4) and concentrated. The crude product was purified by flash chromatography (EtOAc/hexanes) to provide 340 mg (26%) of the desired maleimide as a white solid.... Starting materials: [Fe], [Fe], [H][H], [Ni], [Ni], O=CC(O)C(O)C(O)CO. The product is OCC(O)C(O)C(O)CO. As a reaction SMILES: [Fe:14].[Fe:16].[H:1][H:2].[Ni:13].[Ni:15].[O:3]=[CH:4][CH:5]([OH:6])[CH:7]([OH:8])[CH:9]([OH:10])[CH2:11][OH:12]>>[OH:3][CH2:4][CH:5]([OH:6])[CH:7]([OH:8])[CH:9]([OH:10])[CH2:11][OH:12]. Reactants: CN(C=C1C(C(CCC1)O)=O)C (2-[1-dimethylamino-methylidene]-6-hydroxy-cyclohexanone), [N+](=O)(O)[O-].[N+](=O)(O)[O-].COC=1C=C(C=CC1N1C=NC(=C1)C)NC(=N)N (N-[3-methoxy-4-(4-methyl-imidazol-1-yl)-phenyl]-guanidine dinitrate). The product is COC=1C=C(C=CC1N1C=NC(=C1)C)NC1=NC=2C(CCCC2C=N1)O (2-[3-Methoxy-4-(4-methyl-imidazol-1-yl)-phenylamino]-5,6,7,8-tetrahydro-quinazolin-8-ol), solid. Yield: 17.0%. As a reaction SMILES: CN(C)[CH:3]=[C:4]1[CH2:9][CH2:8][CH2:7][CH:6]([OH:10])[C:5]1=O.[N+]([O-])(O)=O.[N+]([O-])(O)=O.[CH3:21][O:22][C:23]1[CH:24]=[C:25]([NH:35][C:36]([NH2:38])=[NH:37])[CH:26]=[CH:27][C:28]=1[N:29]1[CH:33]=[C:32]([CH3:34])[N:31]=[CH:30]1>>[CH3:21][O:22][C:23]1[CH:24]=[C:25]([NH:35][C:36]2[N:38]=[CH:3][C:4]3[CH2:9][CH2:8][CH2:7][CH:6]([OH:10])[C:5]=3[N:37]=2)[CH:26]=[CH:27][C:28]=1[N:29]1[CH:33]=[C:32]([CH3:34])[N:31]=[CH:30]1 |f:1.2.3|. Procedure details: The title compound was prepared from 2-[1-dimethylamino-methylidene]-6-hydroxy-cyclohexanone (188 mg, 1 mmol) and N-[3-methoxy-4-(4-methyl-imidazol-1-yl)-phenyl]-guanidine dinitrate (223 mg, 0.60 mmol) using in analogous manner the procedure described in example 45b). Obtained as a white solid (36 mg, 17%). MS ISP (m/e): 352.3 (100) [(M+H)+]. The reactants are CC(C)(C)OC(=O)N1CCC(=O)CC1, CCO, NN1CCN(C(=O)OCc2ccccc2)CC1=O. Yields the product CC(C)(C)OC(=O)N1CCC(=NN2CCN(C(=O)OCc3ccccc3)CC2=O)CC1. Reaction SMILES: [C:19]([CH3:20])([CH3:21])([CH3:22])[O:23][C:24](=[O:25])[N:26]1[CH2:27][CH2:28][C:29](=[O:32])[CH2:30][CH2:31]1.[CH3:33][CH2:34][OH:35].[NH2:1][N:2]1[C:3](=[O:18])[CH2:4][N:5]([C:8](=[O:9])[O:10][CH2:11][c:12]2[cH:13][cH:14][cH:15][cH:16][cH:17]2)[CH2:6][CH2:7]1>>[N:1]([N:2]1[C:3](=[O:18])[CH2:4][N:5]([C:8](=[O:9])[O:10][CH2:11][c:12]2[cH:13][cH:14][cH:15][cH:16][cH:17]2)[CH2:6][CH2:7]1)=[C:29]1[CH2:28][CH2:27][N:26]([C:24]([O:23][C:19]([CH3:20])([CH3:21])[CH3:22])=[O:25])[CH2:31][CH2:30]1. Starting materials: BrC1=NC(=CC(=C1)OC)OC1=CC(=CC=C1)C(F)(F)F (2-bromo-4-methoxy-6-{3-(trifluoromethyl)phenoxy} pyridine), C(=O)=O (carbon dioxide), CCCCCC (hexane), [Li]CCCC (BuLi). Solvent: C(C)OCC (diethyl ether). Reaction conditions: time 10 minute. Product: COC1=CC(=NC(=C1)OC1=CC(=CC=C1)C(F)(F)F)C(=O)O (4-methoxy-6-{3-(trifluoromethyl)phenoxy}-2-pyridine carboxylic acid). RXN SMILES: Br[C:2]1[CH:7]=[C:6]([O:8][CH3:9])[CH:5]=[C:4]([O:10][C:11]2[CH:16]=[CH:15][CH:14]=[C:13]([C:17]([F:20])([F:19])[F:18])[CH:12]=2)[N:3]=1.CCCCCC.[Li]CCCC.[C:32](=[O:34])=[O:33]>C(OCC)C>[CH3:9][O:8][C:6]1[CH:5]=[C:4]([O:10][C:11]2[CH:16]=[CH:15][CH:14]=[C:13]([C:17]([F:20])([F:19])[F:18])[CH:12]=2)[N:3]=[C:2]([C:32]([OH:34])=[O:33])[CH:7]=1. Reported procedure: 3.00 g (0.0086 mol) of 2-bromo-4-methoxy-6-{3-(trifluoromethyl)phenoxy} pyridine was suspended in about 30 ml of diethyl ether. While cooling the obtained suspension in a dry ice-acetone bath in an argon atmosphere, 5.9 ml of a 1.6M-hexane solution of BuLi (0.0086×1.1 mol) was added thereto, followed by stirring the obtained solution for about 10 minutes. After an interior of reactor was replaced with carbon dioxide gas, the reaction solution was removed from the bath and stirred at room tempera... The reactants are C1(CCCCC1)N1C(=NC2=C1C=CC(=C2)C(=O)O)C=2C=C1C=CC(=NC1=CC2)C2=CC=CC=C2 (1-Cyclohexyl-2-(2-phenyl-quinolin-6-yl)-1H-benzoimidazole-5-carboxylic-acid), Compound 235, N1[C@H](C(=O)O)CCC1 (L-proline). Yields the product C1(CCCCC1)N1C(=NC2=C1C=CC(=C2)C(=O)N2C(CCC2)C(=O)O)C=2C=C1C=CC(=NC1=CC2)C2=CC=CC=C2 (1-[1-Cyclohexyl-2-(2-phenyl-quinolin-6-yl)-1H-benzoimidazole-5-carbonyl]-pyrrolidine-2-carboxylic acid). Isolated yield 15.0%. Reaction SMILES: [CH:1]1([N:7]2[C:11]3[CH:12]=[CH:13][C:14]([C:16](O)=[O:17])=[CH:15][C:10]=3[N:9]=[C:8]2[C:19]2[CH:20]=[C:21]3[C:26](=[CH:27][CH:28]=2)[N:25]=[C:24]([C:29]2[CH:34]=[CH:33][CH:32]=[CH:31][CH:30]=2)[CH:23]=[CH:22]3)[CH2:6][CH2:5][CH2:4][CH2:3][CH2:2]1.[NH:35]1[CH2:42][CH2:41][CH2:40][C@H:36]1[C:37]([OH:39])=[O:38]>>[CH:1]1([N:7]2[C:11]3[CH:12]=[CH:13][C:14]([C:16]([N:35]4[CH2:42][CH2:41][CH2:40][CH:36]4[C:37]([OH:39])=[O:38])=[O:17])=[CH:15][C:10]=3[N:9]=[C:8]2[C:19]2[CH:20]=[C:21]3[C:26](=[CH:27][CH:28]=2)[N:25]=[C:24]([C:29]2[CH:30]=[CH:31][CH:32]=[CH:33][CH:34]=2)[CH:23]=[CH:22]3)[CH2:6][CH2:5][CH2:4][CH2:3][CH2:2]1. Procedure details: Compound 233 was synthesized from Compound 201 as described for Compound 235, except L-proline was used instead of L-5-hydroxytryptophane. Yield: 15%.